From a dataset of the Open Reaction Database (ORD), a public repository of structured organic reaction records. describe an organic reaction: reactants, conditions, products, and yield Starting materials: BrC=1C=CC2=C(C1)C1(CCCC1)OC(N2)=O (6-bromo-spiro-[4H-3,1-benzoxazine-4,1′-cyclopentane]-2-(1H)-one), ClC=1C=C(C=CC1)B(O)O (3-chlorophenyl boronic acid). The product is ClC=1C=C(C=CC1)C=1C=CC2=C(C1)C1(CCCC1)OC(N2)=O (6-(3-Chlorophenyl)-spiro-[4H-3,1-benzoxazine-4,1′-cyclopentane]-2(1H)-one). As a reaction SMILES: Br[C:2]1[CH:3]=[CH:4][C:5]2[NH:15][C:14](=[O:16])[O:13][C:8]3([CH2:12][CH2:11][CH2:10][CH2:9]3)[C:6]=2[CH:7]=1.[Cl:17][C:18]1[CH:19]=[C:20](B(O)O)[CH:21]=[CH:22][CH:23]=1>>[Cl:17][C:18]1[CH:23]=[C:22]([C:2]2[CH:3]=[CH:4][C:5]3[NH:15][C:14](=[O:16])[O:13][C:8]4([CH2:12][CH2:11][CH2:10][CH2:9]4)[C:6]=3[CH:7]=2)[CH:21]=[CH:20][CH:19]=1. Procedure: Prepared from 6-bromo-spiro-[4H-3,1-benzoxazine-4,1′-cyclopentane]-2-(1H)-one and 3-chlorophenyl boronic acid according to Procedure A. Off-white solid: mp 140-145° C. 1H-NMR (DMSO-d6) δ 10.27 (s, 1H), 7.75 (t, 1H, J=1.8 Hz), 7.53-7.63 (m, 3H), 7.44 (t, 1H, J=7.9 Hz), 7.36 (m, 1H), 6.95 (d, 1H, J=8.6 Hz), 2.09-2.15 (m, 4H), 1.81-1.89 (m, 4H). MS (ESI) m/z 314 [M+H]+. Anal. Calc. For C18H16ClNO2: C, 68.90; H, 5.14; N, 4.46. Found: C, 60.94; H, 4.94; N, 3.78. The reactants are NC1=C(C2=C(S1)CCC2)C(=O)C2=CC=CC=C2 ((2-amino-5,6-dihydro-4H-cyclopenta[b]thiophen-3-yl)-phenyl-methanone), C1(CC1)C(CC(C)=O)=O (1-cyclopropyl-butane-1,3-dione). Reagents/catalysts: S(O)(O)(=O)=O (sulfuric acid). Solvent: C(C)(=O)O (acetic acid). Run at temperature 100 celsius, time 10 minute. The product is C1(CC1)C(=O)C=1C(=C2C(=NC1C)SC1=C2CCC1)C1=CC=CC=C1 (cyclopropyl-(2-methyl-4-phenyl-6,7-dihydro-5H-cyclopenta[4,5]thieno[2,3-b]pyridin-3-yl)-methanone). The yield is 33.7%. As a reaction SMILES: [NH2:1][C:2]1[S:6][C:5]2[CH2:7][CH2:8][CH2:9][C:4]=2[C:3]=1[C:10]([C:12]1[CH:17]=[CH:16][CH:15]=[CH:14][CH:13]=1)=O.[CH:18]1([C:21](=[O:26])[CH2:22][C:23](=O)[CH3:24])[CH2:20][CH2:19]1>C(O)(=O)C.S(=O)(=O)(O)O>[CH:18]1([C:21]([C:22]2[C:10]([C:12]3[CH:17]=[CH:16][CH:15]=[CH:14][CH:13]=3)=[C:3]3[C:4]4[CH2:9][CH2:8][CH2:7][C:5]=4[S:6][C:2]3=[N:1][C:23]=2[CH3:24])=[O:26])[CH2:20][CH2:19]1. Procedure details: To a stirred solution of 60 mg (0.24 mmol) (2-amino-5,6-dihydro-4H-cyclopenta[b]thiophen-3-yl)-phenyl-methanone (the preparation of which is described in example 3) in 2 ml acetic acid was added 41 mg (0.32 mmol) of 1-cyclopropyl-butane-1,3-dione (prep. described in the patent DE 94-4404059) and one drop of sulfuric acid. The mixture was then stirred at 100° C. for 10 minutes in a microwave and then concentrated in vacuo. Preparative HPLC (30% CH3CN/H20) afforded 27 mg (33%) cyclopropyl-(2-methy... The reactants are BrC=1C=CC(=NC1)F (5-bromo-2-fluoropyridine), CN1N=CC(=C1)B1OC(C(O1)(C)C)(C)C (1-methyl-4-(4,4,5,5-tetramethyl-1,3,2-dioxaborolan-2-yl)-1H-pyrazole), C(=O)([O-])[O-].[K+].[K+] (K2CO3). The reagents and catalysts are C=1C=CC(=CC1)[P](C=2C=CC=CC2)(C=3C=CC=CC3)[Pd]([P](C=4C=CC=CC4)(C=5C=CC=CC5)C=6C=CC=CC6)([P](C=7C=CC=CC7)(C=8C=CC=CC8)C=9C=CC=CC9)[P](C=1C=CC=CC1)(C=1C=CC=CC1)C=1C=CC=CC1 (Pd(PPh3)4). Run in O1CCOCC1 (1,4-dioxane). Run at temperature 90 celsius, time 8 hour. Product: FC1=NC=C(C=C1)C=1C=NN(C1)C (2-fluoro-5-(1-methyl-1H-pyrazol-4-yl)pyridine). Isolated yield 68.1%. RXN SMILES: Br[C:2]1[CH:3]=[CH:4][C:5]([F:8])=[N:6][CH:7]=1.[CH3:9][N:10]1[CH:14]=[C:13](B2OC(C)(C)C(C)(C)O2)[CH:12]=[N:11]1.C([O-])([O-])=O.[K+].[K+]>O1CCOCC1.C1C=CC([P]([Pd]([P](C2C=CC=CC=2)(C2C=CC=CC=2)C2C=CC=CC=2)([P](C2C=CC=CC=2)(C2C=CC=CC=2)C2C=CC=CC=2)[P](C2C=CC=CC=2)(C2C=CC=CC=2)C2C=CC=CC=2)(C2C=CC=CC=2)C2C=CC=CC=2)=CC=1>[F:8][C:5]1[CH:4]=[CH:3][C:2]([C:13]2[CH:12]=[N:11][N:10]([CH3:9])[CH:14]=2)=[CH:7][N:6]=1 |f:2.3.4,^1:39,41,60,79|. Procedure: A mixture of 5-bromo-2-fluoropyridine (1.75 g, 9.94 mmol), 1-methyl-4-(4,4,5,5-tetramethyl-1,3,2-dioxaborolan-2-yl)-1H-pyrazole (2.069 g, 9.94 mmol), Pd(PPh3)4 (1.149 g, 0.994 mmol) and K2CO3 (2.75 g, 19.89 mmol) in 1,4-dioxane (20 ml) was bubbled with argon for 10 min. The suspension was then stirred at 90° C. for 8 h. The mixture was filtered and the filtrate was diluted with EA, washed with water and brine. The organic phase was dried over anhydrous MgSO4, filtered and concentrated. The resid... Starting materials: O(C1=CC=CC=C1)C(C(=O)OC)C1=CC=C(C=C1)OC1=CC=CC=C1 (methyl α-(phenoxy)-α-[p-(phenoxy)phenyl]acetate), chloroform-petroleum ether. The solvent is [OH-].[K+] (KOH), CO (methanol). Yields the product O(C1=CC=CC=C1)C(C(=O)O)C1=CC=C(C=C1)OC1=CC=CC=C1 (α-(Phenoxy)-α-[p-(phenoxy)phenyl]acetic Acid). Reaction SMILES: [O:1]([CH:8]([C:13]1[CH:18]=[CH:17][C:16]([O:19][C:20]2[CH:25]=[CH:24][CH:23]=[CH:22][CH:21]=2)=[CH:15][CH:14]=1)[C:9]([O:11]C)=[O:10])[C:2]1[CH:7]=[CH:6][CH:5]=[CH:4][CH:3]=1>[OH-].[K+].CO>[O:1]([CH:8]([C:13]1[CH:18]=[CH:17][C:16]([O:19][C:20]2[CH:25]=[CH:24][CH:23]=[CH:22][CH:21]=2)=[CH:15][CH:14]=1)[C:9]([OH:11])=[O:10])[C:2]1[CH:3]=[CH:4][CH:5]=[CH:6][CH:7]=1 |f:1.2|. Procedure details: A mixture of 3.75 g of methyl α-(phenoxy)-α-[p-(phenoxy)phenyl]acetate in 20 ml of 20% KOH and 5 ml of methanol is refluxed overnight to afford, after acidification, a white solid, mp 144°-146° C. (from chloroform-petroleum ether). Starting materials: OC1=C(CN(CCN(CCN)CC2=CC=C(C=C2)[N+](=O)[O-])CC2=C(C=CC=C2)O)C=CC=C1 (bis(2-hydroxybenzyl)-4-(p-nitrobenzyl)diethylenetriamine), C (charcoal). Reagents/catalysts: [Pd] (palladium). Solvent: C(C)O (ethanol). Reaction conditions: time 24 hour. Product: OC1=C(CN(CCN(CCN)CC2=CC=C(C=C2)N)CC2=C(C=CC=C2)O)C=CC=C1 (bis(2-hydroxybenzyl)-4-(p-aminobenzyl)diethylenetriamine). RXN SMILES: [OH:1][C:2]1[CH:33]=[CH:32][CH:31]=[CH:30][C:3]=1[CH2:4][N:5]([CH2:22][C:23]1[CH:28]=[CH:27][CH:26]=[CH:25][C:24]=1[OH:29])[CH2:6][CH2:7][N:8]([CH2:12][C:13]1[CH:18]=[CH:17][C:16]([N+:19]([O-])=O)=[CH:15][CH:14]=1)[CH2:9][CH2:10][NH2:11].C>C(O)C.[Pd]>[OH:1][C:2]1[CH:33]=[CH:32][CH:31]=[CH:30][C:3]=1[CH2:4][N:5]([CH2:22][C:23]1[CH:28]=[CH:27][CH:26]=[CH:25][C:24]=1[OH:29])[CH2:6][CH2:7][N:8]([CH2:12][C:13]1[CH:18]=[CH:17][C:16]([NH2:19])=[CH:15][CH:14]=1)[CH2:9][CH2:10][NH2:11]. Reported procedure: In 40 mL of absolute ethanol was dissolved 400 mg of bis(2-hydroxybenzyl)-4-(p-nitrobenzyl)-diethylenetriamine (prepared in Example 1) and 100 mg of palladium or activated charcoal (10% Pd). The mixture was hydrogenated at 40 psi (275.8 kPa) for 24 hours. The catalyst was removed by filtration. The ethanolic solution was evaporated to provide bis(2-hydroxybenzyl)-4-(p-aminobenzyl)diethylenetriamine, and was characterized by: Starting materials: CC=1C=NC=CC1C=1C=C(C(=O)OC(C)(C)C)C=CC1 (tert-Butyl 3-(3-methylpyridin-4-yl)benzoate), OO (hydrogen peroxide). Reagents/catalysts: C[Re](=O)(=O)=O (Methyltrioxorhenium (VII)). The solvent is ClCCl (dichloromethane). Reaction conditions: time 5 hour. Yields the product C(C)(C)(C)OC(=O)C=1C=C(C=CC1)C1=C(C=[N+](C=C1)[O-])C (4-(3-(tert-Butoxycarbonyl)phenyl)-3-methylpyridine 1-oxide). RXN SMILES: [CH3:1][C:2]1[CH:3]=[N:4][CH:5]=[CH:6][C:7]=1[C:8]1[CH:9]=[C:10]([CH:18]=[CH:19][CH:20]=1)[C:11]([O:13][C:14]([CH3:17])([CH3:16])[CH3:15])=[O:12].[OH:21]O>ClCCl.C[Re](=O)(=O)=O>[C:14]([O:13][C:11]([C:10]1[CH:9]=[C:8]([C:7]2[CH:6]=[CH:5][N+:4]([O-:21])=[CH:3][C:2]=2[CH3:1])[CH:20]=[CH:19][CH:18]=1)=[O:12])([CH3:17])([CH3:15])[CH3:16]. Reported procedure: tert-Butyl 3-(3-methylpyridin-4-yl)benzoate (0.500 g, 1.86 mmol) was dissolved in a mixture of dichloromethane (0.800 mL) and 30% hydrogen peroxide (0.421 mL). Methyltrioxorhenium (VII) (2.3 mg, 0.92 mmol) was added and the reaction mixture was stirred vigorously for 5 hours. The layers were then separated and the organic layer was treated with sodium sulfite, and then dried over sodium sulfate. The crude product filtered, evaporated to dryness, and used without further purification. ESI-MS m/z ... The reactants are [Cl-], Cl, O=N[O-], C#CCN1C(=O)COc2cc(F)c(N)cc21, [Na+], [Na+], [OH-]. Yields the product C#CCN1C(=O)COc2cc(F)c(NN)cc21. Reaction SMILES: [Cl-:21].[ClH:24].[N:17]([O-:18])=[O:19].[NH2:1][c:2]1[c:3]([F:16])[cH:4][c:5]2[c:6]([cH:15]1)[N:7]([CH2:12][C:13]#[CH:14])[C:8](=[O:11])[CH2:9][O:10]2.[Na+:20].[Na+:23].[OH-:22]>>[NH:1]([c:2]1[c:3]([F:16])[cH:4][c:5]2[c:6]([cH:15]1)[N:7]([CH2:12][C:13]#[CH:14])[C:8](=[O:11])[CH2:9][O:10]2)[NH2:17].